This data is from the Open Reaction Database (ORD), a public repository of structured organic reaction records. The task is: describe an organic reaction: reactants, conditions, products, and yield Starting materials: CC(=O)[O-], CO, [NH4+], COC(=O)CC(=O)Cc1ccccc1. Product: COC(=O)CC(N)Cc1ccccc1. RXN SMILES: [CH3:16][C:17](=[O:18])[O-:19].[CH3:20][OH:21].[NH4+:15].[O:1]=[C:2]([CH2:3][C:4](=[O:5])[O:6][CH3:7])[CH2:8][c:9]1[cH:10][cH:11][cH:12][cH:13][cH:14]1>>[CH:2]([CH2:3][C:4](=[O:5])[O:6][CH3:7])([CH2:8][c:9]1[cH:10][cH:11][cH:12][cH:13][cH:14]1)[NH2:15].